Dataset: the Open Reaction Database (ORD), a public repository of structured organic reaction records. Task: describe an organic reaction: reactants, conditions, products, and yield Reactants: CNO, CCOC(C)=O, Cl, COCc1cn(Cc2ccc(F)cc2)c2cnc(C(=O)O)cc12, CN(C)C=O. The product is COCc1cn(Cc2ccc(F)cc2)c2cnc(C(=O)N(C)O)cc12. RXN SMILES: [CH3:25][NH:26][OH:27].[CH3:33][CH2:34][O:35][C:36]([CH3:37])=[O:38].[ClH:24].[F:1][c:2]1[cH:3][cH:4][c:5]([CH2:6][n:7]2[cH:8][c:9]([CH2:19][O:20][CH3:21])[c:10]3[c:11]2[cH:12][n:13][c:14]([C:16](=[O:17])[OH:18])[cH:15]3)[cH:22][cH:23]1.[O:28]=[CH:29][N:30]([CH3:31])[CH3:32]>>[F:1][c:2]1[cH:3][cH:4][c:5]([CH2:6][n:7]2[cH:8][c:9]([CH2:19][O:20][CH3:21])[c:10]3[c:11]2[cH:12][n:13][c:14]([C:16](=[O:17])[N:26]([CH3:25])[OH:27])[cH:15]3)[cH:22][cH:23]1. The reactants are [Cl-].[Al+3].[Cl-].[Cl-] (aluminium chloride), C1(=CC=CC=C1)C1=CC=CC=C1 (biphenyl), CC=1C=C(C=CC1C)C1=CC(=C(C=C1)C)C (3,3',4,4'-Tetramethyl-biphenyl), C(=O)(Cl)Cl (phosgene). Reaction SMILES: [Cl-].[Al+3].[Cl-].[Cl-].C1(C2C=CC=CC=2)C=CC=CC=1.[CH3:17][C:18]1[CH:19]=[C:20]([C:25]2[CH:30]=[CH:29][C:28]([CH3:31])=[C:27]([CH3:32])[CH:26]=2)[CH:21]=[CH:22][C:23]=1[CH3:24].[C:33](Cl)(Cl)=[O:34]>C(=S)=S>[CH3:31][C:28]1[C:33](=[O:34])[C:30]2[C:25](=[CH:26][C:27]=1[CH3:32])[C:20]1[C:21](=[CH:22][C:23]([CH3:24])=[C:18]([CH3:17])[CH:19]=1)[CH:29]=2 |f:0.1.2.3|. Reaction conditions: time 15 hour. Run in C(=S)=S (carbon disulfide). The product is 1,2,6,7-tetramethyl-fluorenone, CC=1C(C2=CC3=CC(=C(C=C3C2=CC1C)C)C)=O (2,3,6,7-tetramethyl-fluorenone). Procedure: 35.6 g of anhydrous aluminium chloride are added in portions to a solution of 20 g of biphenyl according to (a) and 14 g of phosgene in 130 ml of carbon disulfide at -10° C. to 0° C. in the course of 2 hours. After stirring at room temperature for 15 hours, the mixture is refluxed for 2 hours, poured onto ice-water and extracted with 1.5 l of chloroform. The residue from the organic phase (22.9 g) is separated by column chromatography on silica gel. Elution with methylene chloride/toluene=13:7 g...